This data is from the Open Reaction Database (ORD), a public repository of structured organic reaction records. The task is: describe an organic reaction: reactants, conditions, products, and yield The reactants are ClCCS(=O)(=O)Cl (2-chloroethylsulfonyl chloride), NC(C#N)(C)C (2-amino-2-methyl-propionitrile). Run in C(Cl)Cl (methylene chloride). Reaction conditions: time 8 hour. Yields the product CC(C#N)(C)NS(=O)(=O)C=C (2-Methyl-2-(ethenylsulfonamido)propionitrile). Isolated yield 92.5%. As a reaction SMILES: Cl[CH2:2][CH2:3][S:4](Cl)(=[O:6])=[O:5].[NH2:8][C:9]([CH3:13])([CH3:12])[C:10]#[N:11]>C(Cl)Cl>[CH3:12][C:9]([NH:8][S:4]([CH:3]=[CH2:2])(=[O:6])=[O:5])([CH3:13])[C:10]#[N:11]. Procedure: To a stirred mixture of 8.0 g (0.049 mole) 2-chloroethylsulfonyl chloride in 200 ml methylene chloride, cooled by an ice bath, 8.3 g (0.098 mole) 2-amino-2-methyl-propionitrile were added dropwise. The reaction mixture was then stirred at room temperature overnight. The reaction mixture was washed twice with equal portions (about 200 ml) water, dried over magnesium sulfate, filtered and stripped to give a semi-solid. The semi-solid was triturated with ethyl ether/acetone and filtered to remove s... The reactants are Nc1c2c(nc3ccccc13)CCCC2=O, C1CCOC1. As a reaction SMILES: [NH2:1][c:2]1[c:3]2[cH:4][cH:5][cH:6][cH:7][c:8]2[n:9][c:10]2[c:15]1[C:14](=[O:16])[CH2:13][CH2:12][CH2:11]2.[O:17]1[CH2:18][CH2:21][CH2:20][CH2:19]1>>[NH2:1][c:2]1[c:3]2[cH:4][cH:5][cH:6][cH:7][c:8]2[n:9][c:10]2[c:15]1[C:14]([OH:16])([CH3:18])[CH2:13][CH2:12][CH2:11]2. Yields the product CC1(O)CCCc2nc3ccccc3c(N)c21. Reactants: CI, CCOC(C)=O, CN(C)C=O, [H-], CC(C)(C)OC(=O)N(Cc1cccc(Nc2ncccc2N)c1)C(=O)OC(C)(C)C, [Na+], [Na+], O=C([O-])O. Product: CNc1cccnc1Nc1cccc(CN(C(=O)OC(C)(C)C)C(=O)OC(C)(C)C)c1. Reaction SMILES: [CH3:31][I:32].[CH3:40][CH2:41][O:42][C:43](=[O:44])[CH3:45].[CH3:46][N:47]([CH3:48])[CH:49]=[O:50].[H-:33].[NH2:1][c:2]1[c:3]([NH:8][c:9]2[cH:10][c:11]([CH2:15][N:16]([C:17](=[O:18])[O:19][C:20]([CH3:21])([CH3:22])[CH3:23])[C:24](=[O:25])[O:26][C:27]([CH3:28])([CH3:29])[CH3:30])[cH:12][cH:13][cH:14]2)[n:4][cH:5][cH:6][cH:7]1.[Na+:34].[Na+:35].[OH:36][C:37](=[O:38])[O-:39]>>[NH:1]([c:2]1[c:3]([NH:8][c:9]2[cH:10][c:11]([CH2:15][N:16]([C:17](=[O:18])[O:19][C:20]([CH3:21])([CH3:22])[CH3:23])[C:24](=[O:25])[O:26][C:27]([CH3:28])([CH3:29])[CH3:30])[cH:12][cH:13][cH:14]2)[n:4][cH:5][cH:6][cH:7]1)[CH3:37]. The reactants are O=C([O-])[O-], CCI, CC(C)=O, Oc1cccc(F)c1F, [K+], [K+]. The product is CCOc1cccc(F)c1F. RXN SMILES: [C:10](=[O:11])([O-:12])[O-:13].[CH2:16]([CH3:17])[I:18].[CH3:19][C:20](=[O:21])[CH3:22].[F:1][c:2]1[c:3]([OH:9])[cH:4][cH:5][cH:6][c:7]1[F:8].[K+:14].[K+:15]>>[F:1][c:2]1[c:3]([O:9][CH2:16][CH3:17])[cH:4][cH:5][cH:6][c:7]1[F:8]. Product: C1=C(C=CC2=CC=CC=C12)SCCOC=1C=C2CCC(NC2=CC1)=O (6-[2-(2-Naphthyl-mercapto)-ethoxy]-3,4-dihydro-carbostyril). Reaction SMILES: ClCC[CH2:4][CH2:5][O:6][C:7]1[CH:8]=[C:9]2[C:14](=[CH:15][CH:16]=1)[NH:13][C:12](=[O:17])[CH2:11][CH2:10]2.[CH:18]1[C:27]2[C:22](=[CH:23][CH:24]=[CH:25][CH:26]=2)[CH:21]=[CH:20][C:19]=1[SH:28]>>[CH:18]1[C:27]2[C:22](=[CH:23][CH:24]=[CH:25][CH:26]=2)[CH:21]=[CH:20][C:19]=1[S:28][CH2:4][CH2:5][O:6][C:7]1[CH:8]=[C:9]2[C:14](=[CH:15][CH:16]=1)[NH:13][C:12](=[O:17])[CH2:11][CH2:10]2. The reactants are ClCCCCOC=1C=C2CCC(NC2=CC1)=O (6-(4-chlorobutoxy)-3,4-dihydro-carbostyril), C1=C(C=CC2=CC=CC=C12)S (2-naphthyl-mercaptan). Procedure: Prepared analogous to Example 1 from 6-(4-chlorobutoxy)-3,4-dihydro-carbostyril (m.p.: 147°-148° C.) and 2-naphthyl-mercaptan. The reactants are C1CCOC1, CO, CCOC(=O)c1csc(C2CC2)n1, Cl, O. The product is O=C(O)c1csc(C2CC2)n1. RXN SMILES: [CH2:15]1[O:16][CH2:17][CH2:18][CH2:19]1.[CH3:20][OH:21].[CH:1]1([c:4]2[s:5][cH:6][c:7]([C:9](=[O:10])[O:11][CH2:12][CH3:13])[n:8]2)[CH2:2][CH2:3]1.[ClH:14].[OH2:22]>>[CH:1]1([c:4]2[s:5][cH:6][c:7]([C:9](=[O:10])[OH:11])[n:8]2)[CH2:2][CH2:3]1.